Dataset: the Open Reaction Database (ORD), a public repository of structured organic reaction records. Task: describe an organic reaction: reactants, conditions, products, and yield Reactants: COC(=O)CC(O)(c1ccccc1)c1ccc2nc(N)n(S(=O)(=O)C(C)C)c2c1, ClC(Cl)Cl, Cc1ccc(S(=O)(=O)O)cc1. Yields the product COC(=O)C=C(c1ccccc1)c1ccc2nc(N)n(S(=O)(=O)C(C)C)c2c1. Reaction SMILES: [CH:1]([CH3:2])([CH3:3])[S:4](=[O:5])(=[O:6])[n:7]1[c:8]([NH2:29])[n:9][c:10]2[c:11]1[cH:12][c:13]([C:16]([c:17]1[cH:18][cH:19][cH:20][cH:21][cH:22]1)([CH2:23][C:24](=[O:25])[O:26][CH3:27])[OH:28])[cH:14][cH:15]2.[CH:41]([Cl:42])([Cl:43])[Cl:44].[c:30]1([CH3:31])[cH:32][cH:33][c:34]([S:35]([OH:36])(=[O:37])=[O:38])[cH:39][cH:40]1>>[CH:1]([CH3:2])([CH3:3])[S:4](=[O:5])(=[O:6])[n:7]1[c:8]([NH2:29])[n:9][c:10]2[c:11]1[cH:12][c:13]([C:16]([c:17]1[cH:18][cH:19][cH:20][cH:21][cH:22]1)=[CH:23][C:24](=[O:25])[O:26][CH3:27])[cH:14][cH:15]2.